This data is from the Open Reaction Database (ORD), a public repository of structured organic reaction records. The task is: describe an organic reaction: reactants, conditions, products, and yield The reactants are N#CCBr, CC(=O)CC(C)C, CNCC1Cc2cc(OC)c(OC)cc21, [Na+], [Na+], O=C([O-])[O-]. The product is COc1cc2c(cc1OC)C(CN(C)CC#N)C2. RXN SMILES: [Br:16][CH2:17][C:18]#[N:19].[CH2:26]([C:27]([CH3:28])=[O:29])[CH:30]([CH3:31])[CH3:32].[CH3:1][O:2][c:3]1[cH:4][c:5]2[c:8]([cH:9][c:10]1[O:11][CH3:12])[CH:7]([CH2:13][NH:14][CH3:15])[CH2:6]2.[Na+:20].[Na+:21].[O-:22][C:23](=[O:24])[O-:25]>>[CH3:1][O:2][c:3]1[cH:4][c:5]2[c:8]([cH:9][c:10]1[O:11][CH3:12])[CH:7]([CH2:13][N:14]([CH3:15])[CH2:17][C:18]#[N:19])[CH2:6]2.